From a dataset of the Open Reaction Database (ORD), a public repository of structured organic reaction records. describe an organic reaction: reactants, conditions, products, and yield Reactants: OC=1C(=C(C=C(C=O)C1)OC)O (5-hydroxyvanillin), O=CC1=CC(OC)=C(O)C=C1 (vanillin), S(=O)(=O)(OC)OC (dimethyl sulfate), C([O-])([O-])=O (carbonate). Run in CC(=O)C (acetone). The product is COC=1C=C(C=O)C=C(C1OC)OC (3,4,5,-Trimethoxybenzaldehyde). RXN SMILES: [OH:1][C:2]1C(O)=C(OC)C=C(C=1)C=O.[O:13]=[CH:14][C:15]1[CH:23]=[CH:22][C:20]([OH:21])=[C:17]([O:18][CH3:19])[CH:16]=1.S(OC)(O[CH3:28])(=O)=O.C(=O)([O-])[O-]>CC(C)=O>[CH3:19][O:18][C:17]1[CH:16]=[C:15]([CH:23]=[C:22]([O:1][CH3:2])[C:20]=1[O:21][CH3:28])[CH:14]=[O:13]. Reported procedure: U.S. Pat. No. 3,855,306 discloses methylation of 5-hydroxyvanillin (initially prepared from vanillin by bromination and subsequent hydrolysis) with dimethyl sulfate in the presence of an alkali carbonate in an organic medium such as acetone. 3,4,5,-Trimethoxybenzaldehyde in yields of about 94% are obtained in this method, but the reaction is slow and operating with organic solvents presents disadvantages of operation and cost. Starting materials: CCOC(=Cc1ccc(OC)cc1)CF, CCOCC, Cl, O. The product is COc1ccc(CC(=O)CF)cc1. RXN SMILES: [CH2:1]([CH3:2])[O:3][C:4]([CH2:5][F:6])=[CH:7][c:8]1[cH:9][cH:10][c:11]([O:14][CH3:15])[cH:12][cH:13]1.[CH3:18][CH2:19][O:20][CH2:21][CH3:22].[ClH:16].[OH2:17]>>[O:3]=[C:4]([CH2:5][F:6])[CH2:7][c:8]1[cH:9][cH:10][c:11]([O:14][CH3:15])[cH:12][cH:13]1. The reactants are COC1=C(CN(S(=O)(=O)C2=CC3=C(N(C(O3)=O)[C@H](CCF)C3=CC=CC=C3)C=C2)C2=NC=NS2)C=CC(=C1)OC ((R)—N-(2,4-dimethoxybenzyl)-3-(3-fluoro-1-phenylpropyl)-2-oxo-N-(1,2,4-thiadiazol-5-yl)-2,3-dihydrobenzo[d]oxazole-6-sulfonamide), FC(C(=O)O)(F)F (trifluoroacetic acid). Solvent: ClCCl (dichloromethane). Conditions: time 30 minute. Yields the product FCC[C@H](C1=CC=CC=C1)N1C(OC2=C1C=CC(=C2)S(=O)(=O)NC2=NC=NS2)=O ((R)-3-(3-Fluoro-1-phenylpropyl)-2-oxo-N-(1,2,4-thiadiazol-5-yl)-2,3-dihydrobenzo[d]oxazole-6-sulfonamide). As a reaction SMILES: COC1C=C(OC)C=CC=1C[N:6]([C:30]1[S:34][N:33]=[CH:32][N:31]=1)[S:7]([C:10]1[CH:29]=[CH:28][C:13]2[N:14]([C@@H:18]([C:22]3[CH:27]=[CH:26][CH:25]=[CH:24][CH:23]=3)[CH2:19][CH2:20][F:21])[C:15](=[O:17])[O:16][C:12]=2[CH:11]=1)(=[O:9])=[O:8].FC(F)(F)C(O)=O>ClCCl>[F:21][CH2:20][CH2:19][C@@H:18]([N:14]1[C:13]2[CH:28]=[CH:29][C:10]([S:7]([NH:6][C:30]3[S:34][N:33]=[CH:32][N:31]=3)(=[O:8])=[O:9])=[CH:11][C:12]=2[O:16][C:15]1=[O:17])[C:22]1[CH:23]=[CH:24][CH:25]=[CH:26][CH:27]=1. Procedure details: A solution of the compound of Formula 37-3 was prepared by dissolving the compound of Formula 37-2 (crude from previous step) in dichloromethane (1 mL), and treating the resulting solution with trifluoroacetic acid (0.2 mL). After stirring for 30 minutes at RT, the solution was concentrated and purified by reverse phase HPLC (20-100% MeCN in water with 0.1% TFA, C18 column) to yield the compound of Formula 37-3 as the a white solid. 1H NMR δ (ppm)(Methanol-d): 8.20 (s, 1H); 7.74 (m, 1H); 7.51 (m...